Dataset: the Open Reaction Database (ORD), a public repository of structured organic reaction records. Task: describe an organic reaction: reactants, conditions, products, and yield Starting materials: O=C1NCCC1Br, CCOC(=O)C(=NO)c1csc(NC(c2ccccc2)(c2ccccc2)c2ccccc2)n1, O=C([O-])[O-], CS(C)=O, [K+], [K+], O. As a reaction SMILES: [Br:40][CH:41]1[C:42](=[O:46])[NH:43][CH2:44][CH2:45]1.[C:1]([c:2]1[cH:3][cH:4][cH:5][cH:6][cH:7]1)([c:8]1[cH:9][cH:10][cH:11][cH:12][cH:13]1)([c:14]1[cH:15][cH:16][cH:17][cH:18][cH:19]1)[NH:20][c:21]1[s:22][cH:23][c:24]([C:26]([C:27](=[O:28])[O:29][CH2:30][CH3:31])=[N:32][OH:33])[n:25]1.[C:34](=[O:35])([O-:36])[O-:37].[CH3:48][S:49]([CH3:50])=[O:51].[K+:38].[K+:39].[OH2:47]>>[C:1]([c:2]1[cH:3][cH:4][cH:5][cH:6][cH:7]1)([c:8]1[cH:9][cH:10][cH:11][cH:12][cH:13]1)([c:14]1[cH:15][cH:16][cH:17][cH:18][cH:19]1)[NH:20][c:21]1[s:22][cH:23][c:24]([C:26]([C:27](=[O:28])[O:29][CH2:30][CH3:31])=[N:32][O:33][CH:41]2[C:42](=[O:46])[NH:43][CH2:44][CH2:45]2)[n:25]1. The product is CCOC(=O)C(=NOC1CCNC1=O)c1csc(NC(c2ccccc2)(c2ccccc2)c2ccccc2)n1.